From a dataset of the Open Reaction Database (ORD), a public repository of structured organic reaction records. describe an organic reaction: reactants, conditions, products, and yield The reactants are BrC1=CC=C(C=C1)C1=NSC2=C1C=CC(=C2)OCCCBr (3-(4-Bromo-phenyl)-6-(3-bromo-propoxy)-benzo[d]isothiazole), N(CCO)CCO (diethanolamine). The product is BrC1=CC=C(C=C1)C1=NSC2=C1C=CC(=C2)OCCCN(CCO)CCO (2-[[3-[3-(4-Bromo-phenyl)-benzo[d]isothiazol-6-yloxy]-propyl]-(2-hydroxy-ethyl)-amino]-ethanol). RXN SMILES: [Br:1][C:2]1[CH:7]=[CH:6][C:5]([C:8]2[C:12]3[CH:13]=[CH:14][C:15]([O:17][CH2:18][CH2:19][CH2:20]Br)=[CH:16][C:11]=3[S:10][N:9]=2)=[CH:4][CH:3]=1.[NH:22]([CH2:26][CH2:27][OH:28])[CH2:23][CH2:24][OH:25]>>[Br:1][C:2]1[CH:7]=[CH:6][C:5]([C:8]2[C:12]3[CH:13]=[CH:14][C:15]([O:17][CH2:18][CH2:19][CH2:20][N:22]([CH2:26][CH2:27][OH:28])[CH2:23][CH2:24][OH:25])=[CH:16][C:11]=3[S:10][N:9]=2)=[CH:4][CH:3]=1. Procedure: According to the method in example 5, 3-(4-Bromo-phenyl)-6-(3-bromo-propoxy)-benzo[d]isothiazole and diethanolamine were converted to yield 2-[[3-[3-(4-Bromo-phenyl)-benzo[d]isothiazol-6-yloxy]-propyl]-(2-hydroxy-ethyl)-amino]-ethanol as white semisolid, MS: 451 (MH+, 1Br). Starting materials: CC(=O)O, CCOC(C)=O, [H][H], CC(CC(F)(F)F)C(N=[N+]=[N-])C(=O)O, O. Product: CC(CC(F)(F)F)C(N)C(=O)O. Reaction SMILES: [CH3:15][C:16](=[O:17])[OH:18].[CH3:22][CH2:23][O:24][C:25]([CH3:26])=[O:27].[H:20][H:21].[N:1](=[N+:2]=[N-:3])[CH:4]([C:5](=[O:6])[OH:7])[CH:8]([CH2:9][C:10]([F:11])([F:12])[F:13])[CH3:14].[OH2:19]>>[NH2:1][CH:4]([C:5](=[O:6])[OH:7])[CH:8]([CH2:9][C:10]([F:11])([F:12])[F:13])[CH3:14].